From a dataset of the Open Reaction Database (ORD), a public repository of structured organic reaction records. describe an organic reaction: reactants, conditions, products, and yield The reactants are C1(=CC=CC=C1)OC(NC1=C(C(=NS1)OCC1=C(C(=C(C=C1F)C)F)F)C(N)=O)=O ([4-carbamoyl-3-(2,3,6-trifluoro-4-methyl-benzyloxy)-isothiazol-5-yl]-carbamic acid phenyl ester), CNCCCN (N-methyl-propane-1,3-diamine). The product is NCCCN(C(NC1=C(C(=NS1)OCC1=C(C(=C(C=C1F)C)F)F)C(=O)N)=O)C (5-[3-(3-Amino-propyl)-3-methyl-ureido]-3-(2,3,6-trifluoro-4-methyl-benzyloxy)-isothiazole-4-carboxylic Acid Amide). RXN SMILES: C1([O:7][C:8](=O)[NH:9][C:10]2[S:14][N:13]=[C:12]([O:15][CH2:16][C:17]3[C:22]([F:23])=[CH:21][C:20]([CH3:24])=[C:19]([F:25])[C:18]=3[F:26])[C:11]=2[C:27](=[O:29])[NH2:28])C=CC=CC=1.[CH3:31][NH:32][CH2:33][CH2:34][CH2:35][NH2:36]>>[NH2:36][CH2:35][CH2:34][CH2:33][N:32]([CH3:31])[C:8](=[O:7])[NH:9][C:10]1[S:14][N:13]=[C:12]([O:15][CH2:16][C:17]2[C:22]([F:23])=[CH:21][C:20]([CH3:24])=[C:19]([F:25])[C:18]=2[F:26])[C:11]=1[C:27]([NH2:28])=[O:29]. Reported procedure: The title compound was prepared from [4-carbamoyl-3-(2,3,6-trifluoro-4-methyl-benzyloxy)-isothiazol-5-yl]-carbamic acid phenyl ester and N-methyl-propane-1,3-diamine by the procedure analogous to Example 1. MS (APCl, m/z): 432 [M+H]+. The reactants are Cl[Pt]Cl.NCCCC(C)=O (5-aminopentan-2-one dichloro platinum (II)), O (water), C(C)O (ethanol), solution, OO (hydrogen peroxide). The product is O[Pt](Cl)(Cl)O.NCCCC(C)=O (5-aminopentan-2-one dihydroxy dichloro platinum (IV)). RXN SMILES: [Cl:1][Pt:2][Cl:3].[NH2:4][CH2:5][CH2:6][CH2:7][C:8](=[O:10])[CH3:9].C(O)C.OO.[OH2:16]>>[OH:16][Pt:2]([OH:10])([Cl:3])[Cl:1].[NH2:4][CH2:5][CH2:6][CH2:7][C:8](=[O:10])[CH3:9] |f:0.1,5.6|. Procedure details: Thirty-eight grams (0.099 moles) of cis ammino-5-aminopentan-2-one dichloro platinum (II) were suspended in 350 ml of water. Five milliliters of ethanol were added to wet the solid. Next 49 ml of a 30% solution of hydrogen peroxide (0.49 moles) was added with stirring. Starting materials: C(C1=CC=CC=C1)OC1=CC=C(CC(C(=O)OCC)(C(=O)OCC)CCC)C=C1 (diethyl 2-(4-benzyloxybenzyl)-2-propylmalonate), [OH-].[K+] (potassium hydroxide). Product: C(C1=CC=CC=C1)OC1=CC=C(C=C1)CC(C(=O)O)CCC (3-(4-benzyloxyphenyl)-2-propylpropionic acid). Yield: 53.7%. As a reaction SMILES: [CH2:1]([O:8][C:9]1[CH:29]=[CH:28][C:12]([CH2:13][C:14]([CH2:25][CH2:26][CH3:27])(C(OCC)=O)[C:15]([O:17]CC)=[O:16])=[CH:11][CH:10]=1)[C:2]1[CH:7]=[CH:6][CH:5]=[CH:4][CH:3]=1.[OH-].[K+]>>[CH2:1]([O:8][C:9]1[CH:10]=[CH:11][C:12]([CH2:13][CH:14]([CH2:25][CH2:26][CH3:27])[C:15]([OH:17])=[O:16])=[CH:28][CH:29]=1)[C:2]1[CH:3]=[CH:4][CH:5]=[CH:6][CH:7]=1 |f:1.2|. Procedure: In a similar manner to that described in Reference example 2(b), a reaction was carried out using diethyl 2-(4-benzyloxybenzyl)-2-propylmalonate (9.85 g), which is the product of Reference example 23(a), and potassium hydroxide (5.25 g) and the reaction mixture was treated to afford the desired compound (3.96 g) as brown crystals. Reactants: CC1=C(C(=O)C=CO1)O (maltol), CC1=C(C(=O)C=CO1)O (maltol), [Zn] (zinc), CC1=C(C(=O)C=CO1)O (maltol), solution, [Cl-].[Zn+2].[Cl-] (zinc chloride), C([O-])([O-])=O.[Na+].[Na+] (sodium carbonate). Run in C(C)O (ethanol), C(Cl)(Cl)Cl (chloroform). Run at time 5 minute. Product: [Zn].CC1=C(C(=O)C=CO1)O (zinc maltol). Reaction SMILES: [CH3:1][C:2]1[O:8][CH:7]=[CH:6][C:4](=[O:5])[C:3]=1[OH:9].[Cl-].[Zn+2:11].[Cl-].[Zn].C(=O)([O-])[O-].[Na+].[Na+]>C(O)C.C(Cl)(Cl)Cl>[Zn:11].[CH3:1][C:2]1[O:8][CH:7]=[CH:6][C:4](=[O:5])[C:3]=1[OH:9] |f:1.2.3,5.6.7,10.11|. Procedure: A chloroform solution of maltol (1) is mixed with a 1M solution of zinc chloride in ethanol to provide a 2:1 molar ratio of maltol: zinc in the mixture. After 5 minutes at 20° C., a 10 molar excess of solid sodium carbonate is added and the mixture is stirred for 10 minutes. The mixture is then filtered and the solvent evaporated to give the neutral complex containing maltol and Zn++ in a 2:1 proportion. Recrystallisation of the 2:1 complex from ethanol gives a white crystalline solid in essenti... Reactants: CS(=O)(=O)N[C@@H](C)C1=CC=C(C(=O)O)C=C1 ((S)-4-(1-methanesulfonylaminoethyl)benzoic acid), CC=1C(=NC=C(C1)C)N1CCNCC1 (1-(3,5-dimethylpyridin-2-yl)piperazine). Product: CC=1C(=NC=C(C1)C)N1CCN(CC1)C(=O)C1=CC=C(C=C1)[C@H](C)NS(=O)(=O)C ((S)—N-(1-{4-[4-(3,5-dimethylpyridin-2-yl)piperazine-1-carbonyl]phenyl}ethyl)methanesulfonamide). Isolated yield 104.4%. RXN SMILES: [CH3:1][S:2]([NH:5][C@H:6]([C:8]1[CH:16]=[CH:15][C:11]([C:12]([OH:14])=O)=[CH:10][CH:9]=1)[CH3:7])(=[O:4])=[O:3].[CH3:17][C:18]1[C:19]([N:25]2[CH2:30][CH2:29][NH:28][CH2:27][CH2:26]2)=[N:20][CH:21]=[C:22]([CH3:24])[CH:23]=1>>[CH3:17][C:18]1[C:19]([N:25]2[CH2:26][CH2:27][N:28]([C:12]([C:11]3[CH:10]=[CH:9][C:8]([C@@H:6]([NH:5][S:2]([CH3:1])(=[O:3])=[O:4])[CH3:7])=[CH:16][CH:15]=3)=[O:14])[CH2:29][CH2:30]2)=[N:20][CH:21]=[C:22]([CH3:24])[CH:23]=1. Reported procedure: Using (S)-4-(1-methanesulfonylaminoethyl)benzoic acid (146 mg) described in Preparation Example 73 and 1-(3,5-dimethylpyridin-2-yl)piperazine (126 mg) described in Preparation Example 79 and by the reaction and treatment in the same manner as in Example 87, the title compound (261 mg) was obtained. Reported procedure: To a mixture of (2-chloro-4-pyridinyl)boronic acid (0.095 g, 0.606 mmol), 5-bromo-3-(1,1-dioxidotetrahydro-2H-thiopyran-4-yl)-1H-indole-7-carboxamide (0.075 g, 0.202 mmol) and potassium carbonate (0.168 g, 1.212 mmol) was added 1,4-dioxane (0.898 mL)/water (0.449 mL). The mixture was degassed with nitrogen and PdCl2(dppf) (0.015 g, 0.020 mmol) was added. The reaction mixture was heated in a microwave oven at 100° C. for 5 minutes on ‘high’ absorption setting. LCMS of crude reaction mixture shows... The reactants are ClC1=NC=CC(=C1)B(O)O ((2-chloro-4-pyridinyl)boronic acid), BrC=1C=C2C(=CNC2=C(C1)C(=O)N)C1CCS(CC1)(=O)=O (5-bromo-3-(1,1-dioxidotetrahydro-2H-thiopyran-4-yl)-1H-indole-7-carboxamide), C([O-])([O-])=O.[K+].[K+] (potassium carbonate), O1CCOCC1 (1,4-dioxane). Reaction conditions: temperature 100 celsius. The product is ClC1=NC=CC(=C1)C=1C=C2C(=CNC2=C(C1)C(=O)N)C1CCS(CC1)(=O)=O (5-(2-chloro-4-pyridinyl)-3-(1,1-dioxidotetrahydro-2H-thiopyran-4-yl)-1H-indole-7-carboxamide). Reaction SMILES: [Cl:1][C:2]1[CH:7]=[C:6](B(O)O)[CH:5]=[CH:4][N:3]=1.Br[C:12]1[CH:13]=[C:14]2[C:18](=[C:19]([C:21]([NH2:23])=[O:22])[CH:20]=1)[NH:17][CH:16]=[C:15]2[CH:24]1[CH2:29][CH2:28][S:27](=[O:31])(=[O:30])[CH2:26][CH2:25]1.C(=O)([O-])[O-].[K+].[K+].O1CCOCC1>C1C=CC(P(C2C=CC=CC=2)[C-]2C=CC=C2)=CC=1.C1C=CC(P(C2C=CC=CC=2)[C-]2C=CC=C2)=CC=1.Cl[Pd]Cl.[Fe+2].O>[Cl:1][C:2]1[CH:7]=[C:6]([C:12]2[CH:13]=[C:14]3[C:18](=[C:19]([C:21]([NH2:23])=[O:22])[CH:20]=2)[NH:17][CH:16]=[C:15]3[CH:24]2[CH2:25][CH2:26][S:27](=[O:30])(=[O:31])[CH2:28][CH2:29]2)[CH:5]=[CH:4][N:3]=1 |f:2.3.4,6.7.8.9|. Isolated yield 19.6%. The reagents and catalysts are C1=CC=C(C=C1)P([C-]2C=CC=C2)C3=CC=CC=C3.C1=CC=C(C=C1)P([C-]2C=CC=C2)C3=CC=CC=C3.Cl[Pd]Cl.[Fe+2] (PdCl2(dppf)). Solvent: O (water). Reactants: C(CCC)C=1N(C2=C(C(=NC=3C=CC=CC23)N)N1)CCCCC(=O)N1CCOCC1 (2-butyl-1-(5-morpholin-4-yl-5-oxopentyl)-1H-imidazo[4,5-c]quinolin-4-amine), C(C)(=O)[O-].[NH4+] (ammonium acetate), C([O-])(O)=O.[Na+] (sodium bicarbonate). Run at temperature 130 celsius. The product is C(CCC)C=1N(C2=C(C=NC=3C=CC=CC23)N1)CCCCC(=O)N (5-(2-butyl-1H-imidazo[4,5-c]quinolin-1-yl)pentanamide). The yield is 94.0%. Reaction SMILES: [CH2:1]([C:5]1[N:6]([CH2:19][CH2:20][CH2:21][CH2:22][C:23]([N:25]2CCOCC2)=[O:24])[C:7]2[C:16]3[CH:15]=[CH:14][CH:13]=[CH:12][C:11]=3[N:10]=[C:9](N)[C:8]=2[N:18]=1)[CH2:2][CH2:3][CH3:4].C([O-])(=O)C.[NH4+].C(=O)(O)[O-].[Na+]>>[CH2:1]([C:5]1[N:6]([CH2:19][CH2:20][CH2:21][CH2:22][C:23]([NH2:25])=[O:24])[C:7]2[C:16]3[CH:15]=[CH:14][CH:13]=[CH:12][C:11]=3[N:10]=[CH:9][C:8]=2[N:18]=1)[CH2:2][CH2:3][CH3:4] |f:1.2,3.4|. Reported procedure: Ethyl 5-(2-butyl-1H-imidazo[4,5-c]quinolin-1-yl)pentanoate (10.0 g, 28.2 mmol, prepared in Example 46) and ammonium acetate (10 g) were sealed in a high-pressure vessel, heated for two days at 130° C., and then allowed to cool to ambient temperature. Saturated aqueous sodium bicarbonate was added, and the mixture was then extracted with dichloromethane. The combined organic fractions were washed sequentially with saturated aqueous sodium bicarbonate and brine, dried over magnesium sulfate, filte...